Dataset: the Open Reaction Database (ORD), a public repository of structured organic reaction records. Task: describe an organic reaction: reactants, conditions, products, and yield Reactants: C(C)OC(=O)C1=CNC=C1C#N (4-cyano-1H-pyrrole-3-carboxylic acid ethyl ester), [OH-].[Na+] (sodium hydroxide), Cl (hydrochloric acid). The solvent is CO (methanol). Run at temperature 50 celsius, time 5 hour. Yields the product C(#N)C=1C(=CNC1)C(=O)O (4-Cyano-1H-pyrrole-3-carboxylic acid). Isolated yield 78.9%. As a reaction SMILES: C([O:3][C:4]([C:6]1[C:10]([C:11]#[N:12])=[CH:9][NH:8][CH:7]=1)=[O:5])C.[OH-].[Na+].Cl>CO>[C:11]([C:10]1[C:6]([C:4]([OH:5])=[O:3])=[CH:7][NH:8][CH:9]=1)#[N:12] |f:1.2|. Procedure: To a solution of 4-cyano-1H-pyrrole-3-carboxylic acid ethyl ester (1.1 g) in methanol (65 mL) was added 1 mol/L aqueous sodium hydroxide solution (65 mL), and this mixture was stirred at 50° C. for 5 hours. To this reaction mixture was added 1 mol/L hydrochloric acid, this mixture was extracted with ethyl acetate. This organic layer was washed with brine, and dried over anhydrous magnesium sulfate. The solvent was removed under reduced pressure. This obtained residue was washed with diethyl ethe... Starting materials: CCN=C=NCCCN(C)C, O=C(O)c1cccc(Cc2cc(Cl)ccc2OCc2ccc(Cl)cc2F)n1, ClCCl, Cl, C1CCOC1, NS(=O)(=O)c1ccccc1. Yields the product O=C(NS(=O)(=O)c1ccccc1)c1cccc(Cc2cc(Cl)ccc2OCc2ccc(Cl)cc2F)n1. Reaction SMILES: [CH3:39][N:40]([CH3:41])[CH2:42][CH2:43][CH2:44][N:45]=[C:46]=[N:47][CH2:48][CH3:49].[Cl:1][c:2]1[cH:3][cH:4][c:5]([O:18][CH2:19][c:20]2[c:21]([F:27])[cH:22][c:23]([Cl:26])[cH:24][cH:25]2)[c:6]([CH2:8][c:9]2[cH:10][cH:11][cH:12][c:13]([C:15](=[O:16])[OH:17])[n:14]2)[cH:7]1.[Cl:50][CH2:51][Cl:52].[ClH:38].[O:53]1[CH2:54][CH2:55][CH2:56][CH2:57]1.[c:28]1([S:34](=[O:35])(=[O:36])[NH2:37])[cH:29][cH:30][cH:31][cH:32][cH:33]1>>[Cl:1][c:2]1[cH:3][cH:4][c:5]([O:18][CH2:19][c:20]2[c:21]([F:27])[cH:22][c:23]([Cl:26])[cH:24][cH:25]2)[c:6]([CH2:8][c:9]2[cH:10][cH:11][cH:12][c:13]([C:15](=[O:16])[NH:37][S:34]([c:28]3[cH:29][cH:30][cH:31][cH:32][cH:33]3)(=[O:35])=[O:36])[n:14]2)[cH:7]1. Isolated yield 39.0%. The reactants are ClCCOC1=NNC2=NC=NC(=C21)NC2=CC(=C(C=C2)OCC2=CC(=CC=C2)F)Cl (3-(2-chloroethoxy)-N-{3-chloro-4-[(3-fluorobenzyl)oxy]phenyl}-1H-pyrazolo[3,4-d]pyrimidin-4-amine), OC1CCNCC1 (4-hydroxypiperidine). Procedure details: The procedure described in Example 23 was repeated using 3-(2-chloroethoxy)-N-{3-chloro-4-[(3-fluorobenzyl)oxy]phenyl}-1H-pyrazolo[3,4-d]pyrimidin-4-amine and 4-hydroxypiperidine to give the title compound in 39% yield; NMR Spectrum: 1.32-1.39 (m, 2H), 1.66-1.69 (m, 2H), 2.15 (t, 2H), 2.75-2.80 (m, 4H), 3.40-3.44 (m, 1H), 4.40 (t, 2H), 4.53 (br s, 1H), 5.25 (s, 2H), 7.18 (t, 1H), 7.23 (d, 1H), 7.29-7.33 (m, 2H), 7.44-7.47 (m, 1H), 7.56 (d, 1H), 7.90 (s, 1H), 8.29 (s, 1H), 8.50 (br s, 1H); Mass S... As a reaction SMILES: Cl[CH2:2][CH2:3][O:4][C:5]1[C:13]2[C:8](=[N:9][CH:10]=[N:11][C:12]=2[NH:14][C:15]2[CH:20]=[CH:19][C:18]([O:21][CH2:22][C:23]3[CH:28]=[CH:27][CH:26]=[C:25]([F:29])[CH:24]=3)=[C:17]([Cl:30])[CH:16]=2)[NH:7][N:6]=1.[OH:31][CH:32]1[CH2:37][CH2:36][NH:35][CH2:34][CH2:33]1>>[Cl:30][C:17]1[CH:16]=[C:15]([NH:14][C:12]2[N:11]=[CH:10][N:9]=[C:8]3[NH:7][N:6]=[C:5]([O:4][CH2:3][CH2:2][N:35]4[CH2:36][CH2:37][CH:32]([OH:31])[CH2:33][CH2:34]4)[C:13]=23)[CH:20]=[CH:19][C:18]=1[O:21][CH2:22][C:23]1[CH:28]=[CH:27][CH:26]=[C:25]([F:29])[CH:24]=1. Product: ClC=1C=C(C=CC1OCC1=CC(=CC=C1)F)NC1=C2C(=NC=N1)NN=C2OCCN2CCC(CC2)O (1-(2-{[4-({3-chloro-4-[(3-fluorobenzyl)oxy]phenyl}amino)-1H-pyrazolo[3,4-d]pyrimidin-3-yl]oxy}ethyl)piperidin-4-ol). The reactants are C(CC)(=O)NC1=CC2=C(C(OC(=N2)C2=CC=C(C=C2)C(=O)O)=O)C=C1 (7-(propionamido)-2-(4-carboxyphenyl)-4H-3,1-benzoxazine-4-one), C(CC)O (n-propanol), O1CCOCC1 (dioxane), O (water). The product is C(=O)(O)C1=CC=C(C(=O)NC2=C(C(=O)OCCC)C=CC(=C2)NC(CC)=O)C=C1 (propyl 2-(4-carboxybenzamido)-4-propionamidobenzoate). Yield: 80.0%. RXN SMILES: [C:1]([NH:5][C:6]1[CH:25]=[CH:24][C:9]2[C:10](=[O:23])[O:11][C:12]([C:14]3[CH:19]=[CH:18][C:17]([C:20]([OH:22])=O)=[CH:16][CH:15]=3)=[N:13][C:8]=2[CH:7]=1)(=[O:4])[CH2:2][CH3:3].[CH2:26]([OH:29])[CH2:27][CH3:28].O1CCOCC1.[OH2:36]>>[C:20]([C:17]1[CH:16]=[CH:15][C:14]([C:12]([NH:13][C:8]2[CH:7]=[C:6]([NH:5][C:1](=[O:4])[CH2:2][CH3:3])[CH:25]=[CH:24][C:9]=2[C:10]([O:29][CH2:26][CH2:27][CH3:28])=[O:23])=[O:11])=[CH:19][CH:18]=1)([OH:22])=[O:36]. Reported procedure: The procedure of Example 1 was repeated for reacting 7-(propionamido)-2-(4-carboxyphenyl)-4H-3,1-benzoxazine-4-one with n-propanol, and the reaction product was treated as in Example 1 except that the solvent for recrystallization was a mixture of dioxane and water. The product obtained was a 80% yield of propyl 2-(4-carboxybenzamido)-4-propionamidobenzoate having a melting point in the range of from 233° to 235° C.